From a dataset of the Open Reaction Database (ORD), a public repository of structured organic reaction records. describe an organic reaction: reactants, conditions, products, and yield The reactants are crude material, C1CC2=CC=CC=C2C(=O)C1 (α-tetralone), COC(N(C)C)OC (N,N-dimethylformamide dimethyl acetal), CO (methanol). Run in C(Cl)Cl (CH2Cl2). The product is CN(C)C=C1C(C2=CC=CC=C2CC1)=O (3,4-dihydro-2-(dimethylaminomethylene)-1(2H)-naphthalenone), desired product. As a reaction SMILES: [CH2:1]1[CH2:11][C:9](=[O:10])[C:8]2[C:3](=[CH:4][CH:5]=[CH:6][CH:7]=2)[CH2:2]1.CO[CH:14](OC)[N:15]([CH3:17])[CH3:16].CO>C(Cl)Cl>[CH3:14][N:15]([CH:17]=[C:11]1[CH2:1][CH2:2][C:3]2[C:8](=[CH:7][CH:6]=[CH:5][CH:4]=2)[C:9]1=[O:10])[CH3:16]. Reported procedure: The 3,4-dihydro-2-(dimethylaminomethylene)-1(2H)-naphthalenone starting material was prepared by heating a mixture of α-tetralone (5.85 g, 40 mmol) and N,N-dimethylformamide dimethyl acetal (32 ml, 240 mmol) at 110° for 3 h. The reaction was allowed to cool to room temperature and excess reagent removed in vacuo to give a thick oil. This crude material was subjected to column chromatography (silica, 5% methanol in CH2Cl2) to afford the desired product as a thick orange oil (3.50 g). δH (CDCl3) 8...